This data is from the Open Reaction Database (ORD), a public repository of structured organic reaction records. The task is: describe an organic reaction: reactants, conditions, products, and yield Reactants: O=C(Cl)CCCl, Nc1ccc(C(F)(F)F)cc1, c1ccccc1. Product: O=C(CCCl)Nc1ccc(C(F)(F)F)cc1. As a reaction SMILES: [Cl:12][CH2:13][CH2:14][C:15](=[O:16])[Cl:17].[F:1][C:2]([c:3]1[cH:4][cH:5][c:6]([NH2:7])[cH:8][cH:9]1)([F:10])[F:11].[cH:18]1[cH:19][cH:20][cH:21][cH:22][cH:23]1>>[F:1][C:2]([c:3]1[cH:4][cH:5][c:6]([NH:7][C:15]([CH2:14][CH2:13][Cl:12])=[O:16])[cH:8][cH:9]1)([F:10])[F:11]. Reactants: O=C([O-])[O-], CCOC(C)=O, Cc1ccc(C(=O)NC2CC2)cc1-c1ccc2c(=O)n(Cc3ccc(O)cc3)ccc2c1, ClCCBr, [K+], [K+], CN(C)C=O. The product is Cc1ccc(C(=O)NC2CC2)cc1-c1ccc2c(=O)n(Cc3ccc(OCCCl)cc3)ccc2c1. RXN SMILES: [C:33](=[O:34])([O-:35])[O-:36].[CH3:48][CH2:49][O:50][C:51](=[O:52])[CH3:53].[CH:1]1([NH:4][C:5]([c:6]2[cH:7][c:8](-[c:13]3[cH:14][c:15]4[cH:16][cH:17][n:18]([CH2:24][c:25]5[cH:26][cH:27][c:28]([OH:31])[cH:29][cH:30]5)[c:19](=[O:23])[c:20]4[cH:21][cH:22]3)[c:9]([CH3:12])[cH:10][cH:11]2)=[O:32])[CH2:2][CH2:3]1.[Cl:39][CH2:40][CH2:41][Br:42].[K+:37].[K+:38].[O:43]=[CH:44][N:45]([CH3:46])[CH3:47]>>[CH:1]1([NH:4][C:5]([c:6]2[cH:7][c:8](-[c:13]3[cH:14][c:15]4[cH:16][cH:17][n:18]([CH2:24][c:25]5[cH:26][cH:27][c:28]([O:31][CH2:41][CH2:40][Cl:39])[cH:29][cH:30]5)[c:19](=[O:23])[c:20]4[cH:21][cH:22]3)[c:9]([CH3:12])[cH:10][cH:11]2)=[O:32])[CH2:2][CH2:3]1.